This data is from the Open Reaction Database (ORD), a public repository of structured organic reaction records. The task is: describe an organic reaction: reactants, conditions, products, and yield Starting materials: C(C)(C)(C)OC(=O)N1CCN(CC1)C(=O)C1CCN(CC1)C1=CC(=C(C=C1)Cl)C1=NC2=C(N1)C=CC=C2 (4-{1-[3-(1H-Benzoimidazol-2-yl)-4-chloro-phenyl]-piperidine-4-carbonyl}-piperazine-1-carboxylic acid tert-butyl ester), C(C)(=O)Cl (Acetyl chloride). The solvent is C(C)(C)O (isopropanol). Conditions: temperature 40 celsius. Yields the product N1C(=NC2=C1C=CC=C2)C=2C=C(C=CC2Cl)N2CCC(CC2)C(=O)N2CCNCC2 ({1-[3-(1H-Benzoimidazol-2-yl)-4-chloro-phenyl]-piperidin-4-yl}-piperazin-1-yl-methanone). Yield: 107.2%. Reaction SMILES: C(OC([N:8]1[CH2:13][CH2:12][N:11]([C:14]([CH:16]2[CH2:21][CH2:20][N:19]([C:22]3[CH:27]=[CH:26][C:25]([Cl:28])=[C:24]([C:29]4[NH:33][C:32]5[CH:34]=[CH:35][CH:36]=[CH:37][C:31]=5[N:30]=4)[CH:23]=3)[CH2:18][CH2:17]2)=[O:15])[CH2:10][CH2:9]1)=O)(C)(C)C.C(Cl)(=O)C>C(O)(C)C>[NH:30]1[C:31]2[CH:37]=[CH:36][CH:35]=[CH:34][C:32]=2[N:33]=[C:29]1[C:24]1[CH:23]=[C:22]([N:19]2[CH2:20][CH2:21][CH:16]([C:14]([N:11]3[CH2:10][CH2:9][NH:8][CH2:13][CH2:12]3)=[O:15])[CH2:17][CH2:18]2)[CH:27]=[CH:26][C:25]=1[Cl:28]. Procedure details: 4-{1-[3-(1H-Benzoimidazol-2-yl)-4-chloro-phenyl]-piperidine-4-carbonyl}-piperazine-1-carboxylic acid tert-butyl ester (0.05 g, 0.11 mmol) was suspended in isopropanol (4 mL). Acetyl chloride (55 μL, 0.77 mmol) was added dropwise and the reaction mixture was heated to 40° C. until no starting material remained. The reaction was concentrated under reduced pressure to afford 0.05 g of the title compound. (100%). Starting materials: Cc1oc(-c2ccco2)nc1COc1ccc(COc2nn(Cc3ccccc3)cc2CO)cc1Cl, C1CCOC1. Yields the product Cc1oc(-c2ccco2)nc1COc1ccc(COc2nn(Cc3ccccc3)cc2C=O)cc1Cl. As a reaction SMILES: [CH2:1]([c:2]1[cH:3][cH:4][cH:5][cH:6][cH:7]1)[n:8]1[n:9][c:10]([O:15][CH2:16][c:17]2[cH:18][c:19]([Cl:36])[c:20]([O:23][CH2:24][c:25]3[n:26][c:27](-[c:31]4[o:32][cH:33][cH:34][cH:35]4)[o:28][c:29]3[CH3:30])[cH:21][cH:22]2)[c:11]([CH2:13][OH:14])[cH:12]1.[O:37]1[CH2:38][CH2:39][CH2:40][CH2:41]1>>[CH2:1]([c:2]1[cH:3][cH:4][cH:5][cH:6][cH:7]1)[n:8]1[n:9][c:10]([O:15][CH2:16][c:17]2[cH:18][c:19]([Cl:36])[c:20]([O:23][CH2:24][c:25]3[n:26][c:27](-[c:31]4[o:32][cH:33][cH:34][cH:35]4)[o:28][c:29]3[CH3:30])[cH:21][cH:22]2)[c:11]([CH:13]=[O:14])[cH:12]1.